Dataset: the Open Reaction Database (ORD), a public repository of structured organic reaction records. Task: describe an organic reaction: reactants, conditions, products, and yield The reactants are COC(C1=CC(C(=O)OC)=CC(=C1)[N+](=O)[O-])=O (dimethyl-5-nitroisophthalate), C(O)CN (ethanolamine). Solvent: CO (methanol). The product is OCCNC(=O)C1=CC(=CC(=C1)[N+](=O)[O-])C(=O)NCCO (N,N′-bis(2-hydroxyethyl)-5-nitro-1,3-benzenedicarboxamide). The yield is 67.3%. RXN SMILES: CO[C:3](=[O:17])[C:4]1[CH:13]=[C:12]([N+:14]([O-:16])=[O:15])[CH:11]=[C:6]([C:7]([O:9]C)=O)[CH:5]=1.[CH2:18]([CH2:20][NH2:21])[OH:19]>CO>[OH:19][CH2:18][CH2:20][NH:21][C:7]([C:6]1[CH:11]=[C:12]([N+:14]([O-:16])=[O:15])[CH:13]=[C:4]([C:3]([NH:21][CH2:20][CH2:18][OH:19])=[O:17])[CH:5]=1)=[O:9]. Reported procedure: A solution containing dimethyl-5-nitroisophthalate (23.9 g, 100 mmol) and ethanolamine (13.4 g, 220 mmol) in methanol (300 mL) was refluxed for 48 hours. The solvent was removed by evaporation under reduced pressure. The crude product was purified by crystallization from EtOAC:MeOH 1 ml v/v) to afford 20.0 g of pure N,N′-bis(2-hydroxyethyl)-5-nitro-1,3-benzenedicarboxamide as white crystals. m.p.=151.3-151.4° C., uncorrected